This data is from the Open Reaction Database (ORD), a public repository of structured organic reaction records. The task is: describe an organic reaction: reactants, conditions, products, and yield Reactants: BrCc1ccccc1, Cc1noc(C)c1Cn1cc(N2CCNC2=O)cn1, [H-], [Na+], CN(C)C=O. The product is Cc1noc(C)c1Cn1cc(N2CCN(Cc3ccccc3)C2=O)cn1. RXN SMILES: [Br:22][CH2:23][c:24]1[cH:25][cH:26][cH:27][cH:28][cH:29]1.[CH3:1][c:2]1[n:3][o:4][c:5]([CH3:19])[c:6]1[CH2:7][n:8]1[n:9][cH:10][c:11]([N:13]2[C:14](=[O:18])[NH:15][CH2:16][CH2:17]2)[cH:12]1.[H-:20].[Na+:21].[O:30]=[CH:31][N:32]([CH3:33])[CH3:34]>>[CH3:1][c:2]1[n:3][o:4][c:5]([CH3:19])[c:6]1[CH2:7][n:8]1[n:9][cH:10][c:11]([N:13]2[C:14](=[O:18])[N:15]([CH2:23][c:24]3[cH:25][cH:26][cH:27][cH:28][cH:29]3)[CH2:16][CH2:17]2)[cH:12]1. Starting materials: C1COCCO1, CCCCCCC, C[Al](C)C, CCCc1cc(C(OCOC)(C(F)(F)F)C(F)(F)F)ccc1Oc1ccnc(Cl)c1, Cl, O. Product: CCCc1cc(C(OCOC)(C(F)(F)F)C(F)(F)F)ccc1Oc1ccnc(C)c1. Reaction SMILES: [CH2:33]1[O:34][CH2:35][CH2:36][O:37][CH2:38]1.[CH3:39][CH2:40][CH2:41][CH2:42][CH2:43][CH2:44][CH3:45].[CH3:46][Al:47]([CH3:48])[CH3:49].[Cl:1][c:2]1[n:3][cH:4][cH:5][c:6]([O:8][c:9]2[c:10]([CH2:28][CH2:29][CH3:30])[cH:11][c:12]([C:15]([C:16]([F:17])([F:18])[F:19])([C:20]([F:21])([F:22])[F:23])[O:24][CH2:25][O:26][CH3:27])[cH:13][cH:14]2)[cH:7]1.[ClH:32].[OH2:31]>>[c:2]1([CH3:33])[n:3][cH:4][cH:5][c:6]([O:8][c:9]2[c:10]([CH2:28][CH2:29][CH3:30])[cH:11][c:12]([C:15]([C:16]([F:17])([F:18])[F:19])([C:20]([F:21])([F:22])[F:23])[O:24][CH2:25][O:26][CH3:27])[cH:13][cH:14]2)[cH:7]1.